From a dataset of the Open Reaction Database (ORD), a public repository of structured organic reaction records. describe an organic reaction: reactants, conditions, products, and yield The reactants are NCCNC1=NC=CC=C1 (2-(N-[2-(amino)-ethyl]-amino)-pyridine), O=C1CCC(CC1)CC(=O)OCC (ethyl 2-(4-oxocyclohexyl)acetate), [BH4-].[Na+] (sodium borohydride). The reagents and catalysts are [O-]CC.[Ti+4].[O-]CC.[O-]CC.[O-]CC (titanium ethoxide). Solvent: ClCCl (dichloromethane). Conditions: temperature -78 celsius, time 4 hour. Product: N1=C(C=CC=C1)NCCNC1CCC(CC1)CC(=O)OCC (ethyl 2-[4-[2-(2-pyridylamino)ethylamino]cyclohexyl]acetate). Reaction SMILES: [NH2:1][CH2:2][CH2:3][NH:4][C:5]1[CH:10]=[CH:9][CH:8]=[CH:7][N:6]=1.O=[C:12]1[CH2:17][CH2:16][CH:15]([CH2:18][C:19]([O:21][CH2:22][CH3:23])=[O:20])[CH2:14][CH2:13]1.[BH4-].[Na+]>[O-]CC.[Ti+4].[O-]CC.[O-]CC.[O-]CC.ClCCl>[N:6]1[CH:7]=[CH:8][CH:9]=[CH:10][C:5]=1[NH:4][CH2:3][CH2:2][NH:1][CH:12]1[CH2:17][CH2:16][CH:15]([CH2:18][C:19]([O:21][CH2:22][CH3:23])=[O:20])[CH2:14][CH2:13]1 |f:2.3,4.5.6.7.8|. Reported procedure: To a mixture of 2-(N-[2-(amino)-ethyl]-amino)-pyridine (685 mg, 5 mmol) and ethyl 2-(4-oxocyclohexyl)acetate (786 mg, 4 mmol) was added dichloromethane (4 mL) followed by titanium ethoxide (420 μL, 2 mmol, technical grade). The resulting mixture was stirred for 4 hr then concentrated under reduced pressure. The residue was taken up in methanol (10 mL) and cooled to −78° C. To this solution was added sodium borohydride (228 mg, 6 mmol). On complete addition, the cold bath was removed and stirring... Reactants: CC12CCC(=O)C(N=[N+]=[N-])=C1CCC1C2CCC2(C)C(OC3CC3)CCC12, C1CCOC1, O, c1ccc(P(c2ccccc2)c2ccccc2)cc1. Product: CC12CCC(=O)C(N)=C1CCC1C2CCC2(C)C(OC3CC3)CCC12. RXN SMILES: [N:1](=[N+:2]=[N-:3])[C:4]1=[C:5]2[CH2:6][CH2:7][CH:8]3[CH:9]4[CH2:10][CH2:11][CH:12]([O:24][CH:25]5[CH2:26][CH2:27]5)[C:13]4([CH3:14])[CH2:15][CH2:16][CH:17]3[C:18]2([CH3:23])[CH2:19][CH2:20][C:21]1=[O:22].[O:47]1[CH2:48][CH2:49][CH2:50][CH2:51]1.[OH2:52].[c:28]1([P:29]([c:30]2[cH:31][cH:32][cH:33][cH:34][cH:35]2)[c:36]2[cH:37][cH:38][cH:39][cH:40][cH:41]2)[cH:42][cH:43][cH:44][cH:45][cH:46]1>>[NH2:1][C:4]1=[C:5]2[CH2:6][CH2:7][CH:8]3[CH:9]4[CH2:10][CH2:11][CH:12]([O:24][CH:25]5[CH2:26][CH2:27]5)[C:13]4([CH3:14])[CH2:15][CH2:16][CH:17]3[C:18]2([CH3:23])[CH2:19][CH2:20][C:21]1=[O:22]. Reactants: C1=C(C=CC2=CC=CC=C12)O (2-naphthol), [OH-].[K+] (potassium hydroxide), C1(=CC=CC=C1)C (toluene). Run at time 4 hour. The product is 19, C1=C(C=CC2=CC=CC=C12)OC1=CC=CC=2C(C3=C(C=CC=C3C(C12)=O)OC1=CC2=CC=CC=C2C=C1)=O (1,5-bis(2-naphthyloxy)anthraquinone). Reaction SMILES: [CH:1]1[C:10]2[C:5](=[CH:6][CH:7]=[CH:8][CH:9]=2)[CH:4]=[CH:3][C:2]=1[OH:11].[OH-:12].[K+].[C:14]1([CH3:20])[CH:19]=[CH:18][CH:17]=[CH:16][CH:15]=1>>[CH:1]1[C:10]2[C:5](=[CH:6][CH:7]=[CH:8][CH:9]=2)[CH:4]=[CH:3][C:2]=1[O:11][C:18]1[C:19]2[C:20](=[O:12])[C:14]3[C:19](=[C:18]([O:11][C:2]4[CH:3]=[CH:4][C:5]5[C:10](=[CH:9][CH:8]=[CH:7][CH:6]=5)[CH:1]=4)[CH:17]=[CH:16][CH:15]=3)[C:20](=[O:12])[C:14]=2[CH:15]=[CH:16][CH:17]=1 |f:1.2|. Reported procedure: Under a nitrogen atmosphere, 50 parts of 2-naphthol and 17 parts of potassium hydroxide were dissolved in 500 parts of toluene, and the mixture was refluxed under heat. After stirred for 4 hours, the solution was allowed to cool, and the precipitated solid was filtered. Then, under a nitrogen stream, the precipitate, 24 parts of 1,5-dichloroanthraquinone and 7.2 parts of copper powder were dissolved in 500 parts of DMF, and the mixture was refluxed under heat for 5 hours. The reaction solution p... Reactants: C(C)(=O)C1(CCC1)C1=CC(=C(C=C1)Cl)Cl (1-acetyl-1-(3,4-dichlorophenyl)cyclobutane), CO (methanol), C(C)(=O)[O-].[NH4+] (ammonium acetate), C(#N)[BH3-].[Na+] (sodium cyanoborohydride). Solvent: O (water). Conditions: time 4 day. Yields the product ClC=1C=C(C=CC1Cl)C1(CCC1)C(C)N (1-[1-(3,4-dichlorophenyl)cyclobutyl]ethylamine). Reaction SMILES: [C:1]([C:4]1([C:8]2[CH:13]=[CH:12][C:11]([Cl:14])=[C:10]([Cl:15])[CH:9]=2)[CH2:7][CH2:6][CH2:5]1)(=O)[CH3:2].C([O-])(=O)C.[NH4+].C([BH3-])#[N:22].[Na+].CO>O>[Cl:15][C:10]1[CH:9]=[C:8]([C:4]2([CH:1]([NH2:22])[CH3:2])[CH2:7][CH2:6][CH2:5]2)[CH:13]=[CH:12][C:11]=1[Cl:14] |f:1.2,3.4|. Procedure: A mixture of 1-acetyl-1-(3,4-dichlorophenyl)cyclobutane (2.2 g) prepared as described in Example 1, ammonium acetate (7 g), sodium cyanoborohydride (0.4 g) and methanol (28 ml) was stirred at room temperature for four days. The reaction mixture was poured into a mixture of ice and water and the resulting mixture extracted with ether. The ether extract was washed with water, dried and the ether removed to leave 1-[1-(3,4-dichlorophenyl)cyclobutyl]ethylamine as an oil which was identified by stand... The reactants are C(C)(C)(C)OC(NCCCCBr)=O ((4-Bromo-butyl)-carbamic acid tert-butyl ester), COC=1C=C2CCNC3CC(C(C1OC)=C32)=O (7,8-Dimethoxy-2a,3,4,5-tetrahydro-2H-3-aza-acenaphthylen-1-one), C(=O)([O-])[O-].[K+].[K+] (K2CO3), [Na+].[I-] (NaI). The solvent is C(C)(=O)OCC (ethyl acetate), O (water), CN(C)C=O (DMF). Conditions: time 8 hour. Yields the product C(C)(C)(C)OC(NCCCCN1C2CC(C=3C(=C(C=C(CC1)C32)OC)OC)=O)=O ([4-(7,8-Dimethoxy-1-oxo-2,2a,4,5-tetrahydro-1H-3-aza-acenaphthylen-3-yl)-butyl]-carbamic acid tert-butyl ester). Isolated yield 44.0%. RXN SMILES: [CH3:1][O:2][C:3]1[CH:4]=[C:5]2[C:16]3[CH:9]([CH2:10][C:11](=[O:17])[C:12]=3[C:13]=1[O:14][CH3:15])[NH:8][CH2:7][CH2:6]2.C([O-])([O-])=O.[K+].[K+].[Na+].[I-].[C:26]([O:30][C:31](=[O:38])[NH:32][CH2:33][CH2:34][CH2:35][CH2:36]Br)([CH3:29])([CH3:28])[CH3:27]>CN(C=O)C.C(OCC)(=O)C.O>[C:26]([O:30][C:31](=[O:38])[NH:32][CH2:33][CH2:34][CH2:35][CH2:36][N:8]1[CH2:7][CH2:6][C:5]2[C:16]3[CH:9]1[CH2:10][C:11](=[O:17])[C:12]=3[C:13]([O:14][CH3:15])=[C:3]([O:2][CH3:1])[CH:4]=2)([CH3:29])([CH3:28])[CH3:27] |f:1.2.3,4.5|. Reported procedure: Over a suspension of 7,8-Dimethoxy-2a,3,4,5-tetrahydro-2H-3-aza-acenaphthylen-1-one (0.950 g, 4.1 mmol), K2CO3 (1.89 g, 13.6 mmol) and NaI (0.061 g, 0.4 mmol) in DMF (20 ml) is slowed added (4-Bromo-butyl)-carbamic acid tert-butyl ester (1.09 g, 4.32 mmol) and the mixture is stirred overnight. Then, water (40 ml) and ethyl acetate (40 ml) are added and the layers are separated. The aqueous phase is extracted with ethyl acetate (2×40 ml). The organic layers are collected and washed with water (3×... Starting materials: CC(C)(C)C(=O)Nc1nc2c(c(NC(=O)C(C)(C)C)n1)CC(=O)CC2, CCO, NOc1cc(Cl)cc(Cl)c1. Product: CC(C)(C)C(=O)Nc1nc2c(c(NC(=O)C(C)(C)C)n1)CC(=NOc1cc(Cl)cc(Cl)c1)CC2. As a reaction SMILES: [CH3:1][C:2]([CH3:3])([CH3:4])[C:5](=[O:6])[NH:7][c:8]1[n:9][c:10]2[c:15]([c:16]([NH:18][C:19](=[O:20])[C:21]([CH3:22])([CH3:23])[CH3:24])[n:17]1)[CH2:14][C:13](=[O:25])[CH2:12][CH2:11]2.[CH3:36][CH2:37][OH:38].[Cl:26][c:27]1[cH:28][c:29]([O:34][NH2:35])[cH:30][c:31]([Cl:33])[cH:32]1>>[CH3:1][C:2]([CH3:3])([CH3:4])[C:5](=[O:6])[NH:7][c:8]1[n:9][c:10]2[c:15]([c:16]([NH:18][C:19](=[O:20])[C:21]([CH3:22])([CH3:23])[CH3:24])[n:17]1)[CH2:14][C:13](=[N:35][O:34][c:29]1[cH:28][c:27]([Cl:26])[cH:32][c:31]([Cl:33])[cH:30]1)[CH2:12][CH2:11]2. Reactants: C(#N)C1=C(C=CC(=C1)C)C1=CC(=CC(=C1)B1OC(C(O1)(C)C)(C)C)C(=O)OC (methyl 2′-cyano-4′-methyl-5-(4,4,5,5-tetramethyl-1,3,2-dioxaborolan-2-yl)biphenyl-3-carboxylate), BrC1=C(C#N)C=CN=C1 (3-bromoisonicotinonitrile), C([O-])([O-])=O.[Cs+].[Cs+] (cesium carbonate), O (water). The reagents and catalysts are [I-].C(CCC)[N+](CCCC)(CCCC)CCCC (tetra-n-butylammonium iodide). Run in CN(C=O)C (N,N-dimethylformamide). The product is C(#N)C1=C(C=CC(=C1)C)C1=CC(=CC(=C1)C=1C=NC=CC1C#N)C(=O)O (2′-Cyano-5-(4-cyanopyridin-3-yl)-4′-methylbiphenyl-3-carboxylic acid). RXN SMILES: [C:1]([C:3]1[CH:8]=[C:7]([CH3:9])[CH:6]=[CH:5][C:4]=1[C:10]1[CH:15]=[C:14](B2OC(C)(C)C(C)(C)O2)[CH:13]=[C:12]([C:25]([O:27]C)=[O:26])[CH:11]=1)#[N:2].Br[C:30]1[CH:37]=[N:36][CH:35]=[CH:34][C:31]=1[C:32]#[N:33].C(=O)([O-])[O-].[Cs+].[Cs+].O>[I-].C([N+](CCCC)(CCCC)CCCC)CCC.CN(C)C=O>[C:1]([C:3]1[CH:8]=[C:7]([CH3:9])[CH:6]=[CH:5][C:4]=1[C:10]1[CH:15]=[C:14]([C:34]2[CH:35]=[N:36][CH:37]=[CH:30][C:31]=2[C:32]#[N:33])[CH:13]=[C:12]([C:25]([OH:27])=[O:26])[CH:11]=1)#[N:2] |f:2.3.4,6.7|. Reported procedure: Into a 5 mL microwave vial were charged methyl 2′-cyano-4′-methyl-5-(4,4,5,5-tetramethyl-1,3,2-dioxaborolan-2-yl)biphenyl-3-carboxylate (150 mg, 0.36 mmol), 3-bromoisonicotinonitrile (131 mg, 0.72 mmol), cesium carbonate (583 mg, 1.79 mmol), tetra-n-butylammonium iodide (132 mg, 0.36 mmol), POPd (18 mg, 0.036 mmol), water (0.3 mL) and N,N-dimethylformamide (1 mL). The reaction mixture was subjected to microwave irradiation at 150° C. for 10 mins. The reaction mixture was purified by HPLC to affo... Reactants: S(=O)(Cl)Cl (thionyl chloride), CN(C)C=O (DMF), CNC (dimethylamine), C(=O)(O)C12CC3(CC(CC(C1)C3)C2)C(=O)O (1,3-dicarboxyadamantane). Conditions: time 2 hour. The product is CN(C(=O)C12CC3(CC(CC(C1)C3)C2)C(N(C)C)=O)C (1,3-bis(N,N-dimethylcarbamoyl)adamantane). The yield is 95.0%. RXN SMILES: S(Cl)(Cl)=O.[CH3:5][NH:6][CH3:7].[C:8]([C:11]12[CH2:20][CH:15]3[CH2:16][CH:17]([CH2:19][C:13]([C:21]([OH:23])=O)([CH2:14]3)[CH2:12]1)[CH2:18]2)(O)=[O:9].[CH3:24][N:25](C=O)[CH3:26]>>[CH3:5][N:6]([CH3:7])[C:8]([C:11]12[CH2:20][CH:15]3[CH2:16][CH:17]([CH2:19][C:13]([C:21](=[O:23])[N:25]([CH3:26])[CH3:24])([CH2:14]3)[CH2:12]1)[CH2:18]2)=[O:9]. Procedure details: In an atmosphere of nitrogen, 10 mmole of 1,3-dicarboxyadamantane obtained by the method of Example 64 was dissolved in 10 ml of DMF. To the mixture, 30 mmole of thionyl chloride was added dropwise over 30 minutes and the mixture was heated to begin to reflux around the conclusion of addition. After refluxing for 2 hours, the mixture was cooled. To the mixture, 50 mmole of dimethylamine was added dropwise over 30 minutes while retaining the temperature of the mixture at 10° C. or less, and then ... Starting materials: O1C2C1C1=C(CC3=C2C=CC=C3)C=CC=C1 (1a,10b-dihydro-6H-dibenzo[3,4:6,7]cyclohept[1,2-b]oxirene), Br[Mg]CC=C (Bromo-2-propenyl-magnesium). Solvent: O1CCCC1 (tetrahydrofuran). Reaction conditions: temperature 0 celsius, time 2 hour. The product is C(C=C)C1C2=C(CC3=C(C1O)C=CC=C3)C=CC=C2 (10,11-dihydro-11-(2-propenyl)-5H-dibenzo[a,d]cyclohepten-10-ol). Isolated yield 48.0%. RXN SMILES: [O:1]1[CH:3]2[C:4]3[CH:16]=[CH:15][CH:14]=[CH:13][C:5]=3[CH2:6][C:7]3[CH:12]=[CH:11][CH:10]=[CH:9][C:8]=3[CH:2]12.Br[Mg][CH2:19][CH:20]=[CH2:21]>O1CCCC1>[CH2:21]([CH:2]1[CH:3]([OH:1])[C:4]2[CH:16]=[CH:15][CH:14]=[CH:13][C:5]=2[CH2:6][C:7]2[CH:12]=[CH:11][CH:10]=[CH:9][C:8]1=2)[CH:20]=[CH2:19]. Procedure: 1a,10b-dihydro-6H-dibenzo[3,4:6,7]cyclohept[1,2-b]oxirene (1 g) was dissolved in 15 ml tetrahydrofuran and cooled to 0° C., under N2 atmosphere. Bromo-2-propenyl-magnesium (5,2 ml, 1M in tetrahydrofuran) was added dropwise to the mixture and the mixture was stirred at room temperature and then at 60° C. for two hours. The mixture was cooled to room temperature and quenched with 10% NH4Cl and water, dried and the solvent was evaporated, yielding 0.5 g (48%) of 10,11-dihydro-11-(2-propenyl)-5H-dib...